From a dataset of the Open Reaction Database (ORD), a public repository of structured organic reaction records. describe an organic reaction: reactants, conditions, products, and yield The reactants are C(=O)(OCC)C(CCC#N)C(=O)OCC (4,4-Dicarbethoxybutyronitrile), COC1=CC=C2NC=C(CCN)C2=C1 (5-methoxytryptamine). Reagents/catalysts: [Pd] (palladium-on-charcoal). The solvent is C(C)(=O)O (acetic acid). Reaction conditions: time 48 hour. The product is COC=1C=C2C=3CCN4C(C3NC2=CC1)CCC(C4=O)C(=O)OCC (ethyl 9-methoxy-4-oxo-1,2,3,4,6,7,12,12b-octahydropyrido[2,1-a]-β-carboline-3-carboxylate). The yield is 35.0%. RXN SMILES: [C:1]([CH:6]([C:11]([O:13][CH2:14][CH3:15])=[O:12])[CH2:7][CH2:8][C:9]#[N:10])([O:3]CC)=O.[CH3:16][O:17][C:18]1[CH:29]=[C:28]2[C:21]([NH:22][CH:23]=[C:24]2[CH2:25][CH2:26]N)=[CH:20][CH:19]=1>C(O)(=O)C.[Pd]>[CH3:16][O:17][C:18]1[CH:29]=[C:28]2[C:21](=[CH:20][CH:19]=1)[NH:22][C:23]1[CH:9]3[CH2:8][CH2:7][CH:6]([C:11]([O:13][CH2:14][CH3:15])=[O:12])[C:1](=[O:3])[N:10]3[CH2:26][CH2:25][C:24]2=1. Procedure: 4,4-Dicarbethoxybutyronitrile (1.2 g)and palladium-on-charcoal (0.6 g) are successively added to 5-methoxytryptamine (693 mg) dissolved in acetic acid. The mixture is stirred under a hydrogen atmosphere for 48 h. The medium is then filtered and the palladium is washed with a chloroform/methanol mixture. After evaporation of the solvent, the crude product obtained, dissolved in toluene, is refluxed overnight. The ethyl 9-methoxy-4-oxo-1,2,3,4,6,7,12,12b-octahydropyrido[2,1 -a]-(3-carboline-3-carb...